Dataset: the Open Reaction Database (ORD), a public repository of structured organic reaction records. Task: describe an organic reaction: reactants, conditions, products, and yield Reactants: FC1=CC=C(C=C1)N1CC(CC1=O)C(=O)OCC (ethyl 1-(4-fluorophenyl)-5-oxopyrrolidine-3-carboxylate), [Cl-].[Li+] (lithium chloride), [BH4-].[Na+] (sodium borohydride). The solvent is C(C)O (ethanol). Reaction conditions: time 24 hour. The product is FC1=CC=C(C=C1)N1C(CC(C1)CO)=O (1-(4-fluorophenyl)-4-(hydroxymethyl)pyrrolidin-2-one). RXN SMILES: [F:1][C:2]1[CH:7]=[CH:6][C:5]([N:8]2[C:12](=[O:13])[CH2:11][CH:10]([C:14](OCC)=[O:15])[CH2:9]2)=[CH:4][CH:3]=1.[Cl-].[Li+].[BH4-].[Na+]>C(O)C>[F:1][C:2]1[CH:7]=[CH:6][C:5]([N:8]2[CH2:9][CH:10]([CH2:14][OH:15])[CH2:11][C:12]2=[O:13])=[CH:4][CH:3]=1 |f:1.2,3.4|. Procedure details: To a solution of ethyl 1-(4-fluorophenyl)-5-oxopyrrolidine-3-carboxylate (0.25 g, 1.0 mmol) in ethanol (10 ml) was added lithium chloride (0.085 g, 2.0 mmol) and sodium borohydride (0.080 g, 2.0 mmol). The reaction was stirred 24 hours at room temperature. The solvent was removed and 30 ml water was added to the residue. The aqueous solution was acidified with conc. HCl until the pH was ˜2-3. The acidic solution was extracted was acidified with conc. HCl until the pH was ˜2-3. The acidic solutio... The reactants are CC(C)([O-])C.[K+] (potassium tert-butoxide), BrCC(=O)C1=CC=C(C=C1)OC (2-bromo-4′-methoxy-acetophenone), COC(=O)C1=CC=C(C=C1)N=C=S (4-methoxycarbonylphenyl isothiocyanate), N#CN (cyanamide). The solvent is C(C)(C)(C)O (tert-butanol), O (water), C(C)#N (acetonitrile). Run at time 30 minute. Yields the product COC(C1=CC=C(C=C1)NC=1SC(=C(N1)N)C(C1=CC=C(C=C1)OC)=O)=O (4-[4-Amino-5-(4-methoxy-benzoyl)-thiazol-2-ylamino]-benzoic Acid Methyl Ester). Isolated yield 90.0%. RXN SMILES: [CH3:1][O:2][C:3]([C:5]1[CH:10]=[CH:9][C:8]([N:11]=[C:12]=[S:13])=[CH:7][CH:6]=1)=[O:4].[N:14]#[C:15][NH2:16].CC(C)([O-])C.[K+].Br[CH2:24][C:25]([C:27]1[CH:32]=[CH:31][C:30]([O:33][CH3:34])=[CH:29][CH:28]=1)=[O:26]>C(#N)C.C(O)(C)(C)C.O>[CH3:1][O:2][C:3](=[O:4])[C:5]1[CH:10]=[CH:9][C:8]([NH:11][C:12]2[S:13][C:24]([C:25](=[O:26])[C:27]3[CH:32]=[CH:31][C:30]([O:33][CH3:34])=[CH:29][CH:28]=3)=[C:15]([NH2:16])[N:14]=2)=[CH:7][CH:6]=1 |f:2.3|. Procedure: To a mixture of 4-methoxycarbonylphenyl isothiocyanate (82 mg, 0.5 mmol) and cyanamide (23 mg, 0.55 mmol) in acetonitrile (5 mL), a solution of potassium tert-butoxide (61 mg, 0.55 mmol) in tert-butanol (5 mL) was added. After 30 minutes at ambient temperature, 2-bromo-4′-methoxy-acetophenone (115 mg, 0.5 mmol) was added. After 2 hours at ambient temperature, the reaction mixture was diluted with water (50 mL). The product was collected by filtration, rinsed with water and ethyl ether, and dried... Reactants: C1CCOC1, CCO, O=C1CCc2ccc(C=CCCCN3CCN(c4cccc(Cl)c4Cl)CC3)nc2N1. Yields the product O=C1CCc2ccc(CCCCCN3CCN(c4cccc(Cl)c4Cl)CC3)nc2N1. As a reaction SMILES: [CH2:34]1[O:35][CH2:36][CH2:37][CH2:38]1.[CH3:31][CH2:32][OH:33].[Cl:1][c:2]1[c:3]([N:9]2[CH2:10][CH2:11][N:12]([CH2:15][CH2:16][CH2:17][CH:18]=[CH:19][c:20]3[cH:21][cH:22][c:23]4[c:28]([n:29]3)[NH:27][C:26](=[O:30])[CH2:25][CH2:24]4)[CH2:13][CH2:14]2)[cH:4][cH:5][cH:6][c:7]1[Cl:8]>>[Cl:1][c:2]1[c:3]([N:9]2[CH2:10][CH2:11][N:12]([CH2:15][CH2:16][CH2:17][CH2:18][CH2:19][c:20]3[cH:21][cH:22][c:23]4[c:28]([n:29]3)[NH:27][C:26](=[O:30])[CH2:25][CH2:24]4)[CH2:13][CH2:14]2)[cH:4][cH:5][cH:6][c:7]1[Cl:8]. Starting materials: COC(=O)c1ccc(Cl)c(NC(=O)c2cc3c(s2)-c2ccc(Br)cc2OCC3)c1, O=C([O-])[O-], CI, [Cs+], [Cs+], CN(C)C=O. Yields the product COC(=O)c1ccc(Cl)c(N(C)C(=O)c2cc3c(s2)-c2ccc(Br)cc2OCC3)c1. RXN SMILES: [Br:1][c:2]1[cH:3][cH:4][c:5]2[c:6]([cH:29]1)[O:7][CH2:8][CH2:9][c:10]1[c:11]-2[s:12][c:13]([C:15](=[O:16])[NH:17][c:18]2[cH:19][c:20]([C:21](=[O:22])[O:23][CH3:24])[cH:25][cH:26][c:27]2[Cl:28])[cH:14]1.[C:30](=[O:31])([O-:32])[O-:33].[CH3:36][I:37].[Cs+:34].[Cs+:35].[O:38]=[CH:39][N:40]([CH3:41])[CH3:42]>>[Br:1][c:2]1[cH:3][cH:4][c:5]2[c:6]([cH:29]1)[O:7][CH2:8][CH2:9][c:10]1[c:11]-2[s:12][c:13]([C:15](=[O:16])[N:17]([c:18]2[cH:19][c:20]([C:21](=[O:22])[O:23][CH3:24])[cH:25][cH:26][c:27]2[Cl:28])[CH3:30])[cH:14]1. The reactants are BrC=1C(N(C(=CC1O)C)CC1=NC=C(N=C1)C)=O (3-Bromo-4-hydroxy-6-methyl-1-[(5-methylpyrazin-2-yl)methyl]pyridin-2(1H)-one), C([O-])([O-])=O.[K+].[K+] (potassium carbonate), FC1=C(CBr)C=CC(=C1)F (2,4 difluorobenzyl bromide). Run in CC(=O)N(C)C (dimethylacetamide). Reaction conditions: time 1 hour. The product is BrC=1C(N(C(=CC1OCC1=C(C=C(C=C1)F)F)C)CC1=NC=C(N=C1)C)=O (3-Bromo-4-[(2,4-difluorobenzyl)oxy]-6-methyl-1-[(5-methylpyrazin-2-yl)methyl]pyridin-2(1H)-one). The yield is 38.2%. As a reaction SMILES: [Br:1][C:2]1[C:3](=[O:18])[N:4]([CH2:10][C:11]2[CH:16]=[N:15][C:14]([CH3:17])=[CH:13][N:12]=2)[C:5]([CH3:9])=[CH:6][C:7]=1[OH:8].C(=O)([O-])[O-].[K+].[K+].[F:25][C:26]1[CH:33]=[C:32]([F:34])[CH:31]=[CH:30][C:27]=1[CH2:28]Br>CC(N(C)C)=O>[Br:1][C:2]1[C:3](=[O:18])[N:4]([CH2:10][C:11]2[CH:16]=[N:15][C:14]([CH3:17])=[CH:13][N:12]=2)[C:5]([CH3:9])=[CH:6][C:7]=1[O:8][CH2:28][C:27]1[CH:30]=[CH:31][C:32]([F:34])=[CH:33][C:26]=1[F:25] |f:1.2.3|. Procedure details: To a mixture of 3-Bromo-4-hydroxy-6-methyl-1-[(5-methylpyrazin-2-yl)methyl]pyridin-2(1H)-one (0.45 g, 0.0015 mol), and potassium carbonate (0.25 g, 0.0018 mol) in dimethylacetamide (5.0 mL) was added 2,4 difluorobenzyl bromide (0.25 mL. 0.0019 mol)and stirred at room temperature under argon for 1 h. Dimethylacetamide was distilled in vacuo and the residue was partitioned between CH2Cl2 (20 mL) and water (20 mL). The organic phase was washed with water, dried (Na2SO4) and concentrated under reduc...